This data is from the Open Reaction Database (ORD), a public repository of structured organic reaction records. The task is: describe an organic reaction: reactants, conditions, products, and yield Starting materials: S(=O)(=O)(Cl)Cl (sulfonyl chloride), amine, CCN(C(C)C)C(C)C (DIPEA), C(C)(C)(C)OC(=O)NCCN(CC=1N(C=NC1)C)C1=CC=C(C=C1)C1=CC=CC=C1 (1-tert-butoxycarbonylamino-{2-[biphenyl-4-yl-(3-methyl-3H-imidazol-4-ylmethyl)-amino]}-ethane), residue, CN1C=NC(=C1)S(=O)(=O)Cl (1-methyl-1H-imidazole-4-sulfonyl chloride), compound 9a, C(=O)(C(F)(F)F)O.C(Cl)Cl (TFA CH2Cl2), CCN(C(C)C)C(C)C (DIPEA). Reported procedure: Previously reported 1-tert-butoxycarbonylamino-{2-[biphenyl-4-yl-(3-methyl-3H-imidazol-4-ylmethyl)-amino]}-ethane (compound 9a in reference 31b) (30 mg, 0.0739 mmol) was deprotected by stirring in a 1:1 mixture of TFA-CH2Cl2 (1 mL) for 30 minutes. After removal of all solvent in vacuo, the residue (23 mg, 0.0739 mmol) was sulfonylated with 1-methyl-1H-imidazole-4-sulfonyl chloride, but with 5 equiv of DIPEA. Generally, the appropriate sulfonyl chloride (1.2 equiv) was added to a solution of the ... Product: C(C1=CC=CC=C1)N(S(=O)(=O)C=1N=CN(C1)C)CCNC1=CC=C(C=C1)C1=CC=CC=C1 (1-methyl-1H-imidazole-4-sulfonic acid benzyl-[2-(biphenyl-4-ylamino)-ethyl]-amide). Conditions: time 16 hour. The solvent is CC#N (CH3CN). Reaction SMILES: C(OC(NCC[N:11]([C:19]1[CH:24]=[CH:23][C:22]([C:25]2[CH:30]=[CH:29][CH:28]=[CH:27][CH:26]=2)=[CH:21][CH:20]=1)[CH2:12][C:13]1[N:14]([CH3:18])C=NC=1)=O)(C)(C)C.[C:31](O)([C:33](F)(F)F)=O.[CH2:38](Cl)Cl.[CH3:41][N:42]1[CH:46]=[C:45]([S:47](Cl)(=[O:49])=[O:48])[N:44]=[CH:43]1.CCN([CH:57]([CH3:59])[CH3:58])C(C)C.S(Cl)(Cl)(=O)=O>CC#N>[CH2:18]([N:14]([CH2:13][CH2:12][NH:11][C:19]1[CH:20]=[CH:21][C:22]([C:25]2[CH:26]=[CH:27][CH:28]=[CH:29][CH:30]=2)=[CH:23][CH:24]=1)[S:47]([C:45]1[N:44]=[CH:43][N:42]([CH3:41])[CH:46]=1)(=[O:49])=[O:48])[C:33]1[CH:31]=[CH:58][CH:57]=[CH:59][CH:38]=1 |f:1.2|. Starting materials: ClC(=O)OC1=CC=C(C=C1)[N+](=O)[O-] (4-nitrophenyl chloroformate), ClC(=O)OC1=CC=C(C=C1)[N+](=O)[O-] (4-nitrophenyl chloroformate), C(C)(C)N(C(C)C)CC (N,N-diisopropylethylamine), C(C)(C)N(C(C)C)CC (N,N-Diisopropylethylamine), O=C1N(C=2CCCC(C2C(N1)C1=CC=C(C#N)C=C1)=O)C1=CC(=CC=C1)C(F)(F)F (4-(2,5-dioxo-1-(3-(trifluoromethyl)phenyl)-1,2,3,4,5,6,7,8-octahydroquinazolin-4-yl)-benzonitrile), O (Water). The reagents and catalysts are CN(C1=CC=NC=C1)C (4-dimethylaminopyridine). Solvent: ClCCl (dichloromethane), ClCCl (dichloromethane). Product: C(#N)C1=CC=C(C=C1)C1N(C(N(C=2CCCC(C12)=O)C1=CC(=CC=C1)C(F)(F)F)=O)C(=O)OC1=CC=C(C=C1)[N+](=O)[O-] (4-Nitrophenyl 4-(4-Cyanophenyl)-2,5-dioxo-1-(3-(trifluoromethyl)phenyl)-1,2,5,6,7,8-hexahydroquinazoline-3(4H)-carboxylate). RXN SMILES: C(N(CC)C(C)C)(C)C.[O:10]=[C:11]1[NH:20][CH:19]([C:21]2[CH:28]=[CH:27][C:24]([C:25]#[N:26])=[CH:23][CH:22]=2)[C:18]2[C:17](=[O:29])[CH2:16][CH2:15][CH2:14][C:13]=2[N:12]1[C:30]1[CH:35]=[CH:34][CH:33]=[C:32]([C:36]([F:39])([F:38])[F:37])[CH:31]=1.Cl[C:41]([O:43][C:44]1[CH:49]=[CH:48][C:47]([N+:50]([O-:52])=[O:51])=[CH:46][CH:45]=1)=[O:42].O>CN(C)C1C=CN=CC=1.ClCCl>[C:25]([C:24]1[CH:23]=[CH:22][C:21]([CH:19]2[C:18]3[C:17](=[O:29])[CH2:16][CH2:15][CH2:14][C:13]=3[N:12]([C:30]3[CH:35]=[CH:34][CH:33]=[C:32]([C:36]([F:39])([F:37])[F:38])[CH:31]=3)[C:11](=[O:10])[N:20]2[C:41]([O:43][C:44]2[CH:45]=[CH:46][C:47]([N+:50]([O-:52])=[O:51])=[CH:48][CH:49]=2)=[O:42])=[CH:28][CH:27]=1)#[N:26]. Procedure details: N,N-Diisopropylethylamine (1.65 mL, 9.72 mmol) and 4-dimethylaminopyridine (59 mg, 0.49 mmol) are added to a solution of 4-(2,5-dioxo-1-(3-(trifluoromethyl)phenyl)-1,2,3,4,5,6,7,8-octahydroquinazolin-4-yl)-benzonitrile (example 1, 1.00 g, 2.43 mmol) in dichloromethane (6 mL), and the mixture is cooled in an ice bath. A solution of 4-nitrophenyl chloroformate (540 mg, 2.67 mmol) in dichloromethane (2 mL) is added, and the mixture is warmed to room temperature. After 3 h another portion of 4-nitro... Reactants: C(C=C)O[C@@H]1C[C@@H](C2=CC(=CC=C12)OCCC)N ((1S,3R)-3-(allyloxy)-6-propoxy-2,3-dihydro-1H-inden-1-amine), FC(C(=O)N[C@H]1C[C@H](C2=CC=C(C=C12)OC(C)C)O)(F)F (2,2,2-trifluoro-N-((1S,3R)-3-hydroxy-6-isopropoxy-2,3-dihydro-1H-inden-1-yl)acetamide), ( 1-5 ), C(C=C)O[C@@H]1C[C@@H](C2=CC(=CC=C12)OCCC)N ((1S,3R)-3-(allyloxy)-6-propoxy-2,3-dihydro-1H-inden-1-amine). Product: C(C=C)OC1CC(C2=CC(=CC=C12)OC1=CC=CC=C1)N (3-(Allyloxy)-6-phenoxy-2,3-dihydro-1H-inden-1-amine). RXN SMILES: [CH2:1]([O:4][C@H:5]1[C:13]2[C:8](=[CH:9][C:10]([O:14][CH2:15][CH2:16][CH3:17])=[CH:11][CH:12]=2)[C@@H:7]([NH2:18])[CH2:6]1)[CH:2]=[CH2:3].FC(F)(F)C(N[C@@H:24]1[C:32]2C(=CC=C(OC(C)C)C=2)[C@H](O)[CH2:25]1)=O>>[CH2:1]([O:4][CH:5]1[C:13]2[C:8](=[CH:9][C:10]([O:14][C:15]3[CH:32]=[CH:24][CH:25]=[CH:17][CH:16]=3)=[CH:11][CH:12]=2)[CH:7]([NH2:18])[CH2:6]1)[CH:2]=[CH2:3]. Procedure: Step BB (1). 3-(Allyloxy)-6-phenoxy-2,3-dihydro-1H-inden-1-amine was prepared using a series of procedures analogous to Steps AU (1-5), X (1) and U (2). 1H NMR (300 MHz, CDCl3) δ 1.6-1.8 (m, 1H) 2.7-2.9 (m, 1H) 4.0-4.2 (m, 3H) 4.7-4.8 (t, 1H) 5.1-5.4 (m, 2H) 5.8-6.0 (m, 1H) 6.8-7.1 (m, 5H) 7.2-7.4 (m, 3H). Reactants: COc1ccc2[nH]c(C=O)cc2c1, ClCCl, O=C(C=P(c1ccccc1)(c1ccccc1)c1ccccc1)OCc1ccccc1. The product is COc1ccc2[nH]c(C=CC(=O)OCc3ccccc3)cc2c1. Reaction SMILES: [CH3:31][O:32][c:33]1[cH:34][c:35]2[cH:36][c:37]([CH:42]=[O:43])[nH:38][c:39]2[cH:40][cH:41]1.[Cl:44][CH2:45][Cl:46].[c:1]1([P:2]([c:3]2[cH:4][cH:5][cH:6][cH:7][cH:8]2)([c:9]2[cH:10][cH:11][cH:12][cH:13][cH:14]2)=[CH:20][C:21](=[O:22])[O:23][CH2:24][c:25]2[cH:26][cH:27][cH:28][cH:29][cH:30]2)[cH:15][cH:16][cH:17][cH:18][cH:19]1>>[CH:20]([C:21](=[O:22])[O:23][CH2:24][c:25]1[cH:26][cH:27][cH:28][cH:29][cH:30]1)=[CH:42][c:37]1[cH:36][c:35]2[cH:34][c:33]([O:32][CH3:31])[cH:41][cH:40][c:39]2[nH:38]1. Reactants: O=Cc1ccc(OCc2ccccc2)c(O)c1, CCN(C(C)C)C(C)C, COCCl, ClCCl. Reaction SMILES: [CH2:1]([c:2]1[cH:3][cH:4][cH:5][cH:6][cH:7]1)[O:8][c:9]1[c:10]([OH:17])[cH:11][c:12]([CH:13]=[O:14])[cH:15][cH:16]1.[CH:22]([N:23]([CH2:24][CH3:25])[CH:26]([CH3:27])[CH3:28])([CH3:29])[CH3:30].[Cl:18][CH2:19][O:20][CH3:21].[Cl:31][CH2:32][Cl:33]>>[CH2:1]([c:2]1[cH:3][cH:4][cH:5][cH:6][cH:7]1)[O:8][c:9]1[c:10]([O:17][CH2:19][O:20][CH3:21])[cH:11][c:12]([CH:13]=[O:14])[cH:15][cH:16]1. Yields the product COCOc1cc(C=O)ccc1OCc1ccccc1.